Task: describe an organic reaction: reactants, conditions, products, and yield. Dataset: the Open Reaction Database (ORD), a public repository of structured organic reaction records The reactants are OC(CCCCCCCCC=1SC=CC1)C=1C=C(OC1)[Si](C)(C)C (4-(1-hydroxy-9-thiophen-2-ylnonyl)-2-trimethylsilylfuran), C(C)(=O)OC(C)=O (acetic anhydride), N1=CC=CC=C1 (pyridine), CCCCCC (hexane). The solvent is C(C)OCC.CCCCCC (ethyl ether hexane). Yields the product C(C)(=O)OC(CCCCCCCCC=1SC=CC1)C=1C=C(OC1)[Si](C)(C)C (4(1-Acetoxy-9-thiophen-2-ylnonyl)-2-trimethylsilylfuran). RXN SMILES: [OH:1][CH:2]([C:16]1[CH:17]=[C:18]([Si:21]([CH3:24])([CH3:23])[CH3:22])[O:19][CH:20]=1)[CH2:3][CH2:4][CH2:5][CH2:6][CH2:7][CH2:8][CH2:9][CH2:10][C:11]1[S:12][CH:13]=[CH:14][CH:15]=1.[C:25](OC(=O)C)(=[O:27])[CH3:26].N1C=CC=CC=1.CCCCCC>C(OCC)C.CCCCCC>[C:25]([O:1][CH:2]([C:16]1[CH:17]=[C:18]([Si:21]([CH3:22])([CH3:23])[CH3:24])[O:19][CH:20]=1)[CH2:3][CH2:4][CH2:5][CH2:6][CH2:7][CH2:8][CH2:9][CH2:10][C:11]1[S:12][CH:13]=[CH:14][CH:15]=1)(=[O:27])[CH3:26] |f:4.5|. Procedure: A solution of 4-(1-hydroxy-9-thiophen-2-ylnonyl)-2-trimethylsilylfuran (0.034 g, 0.093 mmol), acetic anhydride (1 ml) and pyridine (0.25 ml) was stirred at room temperature until no starting material was visible by TLC. The reaction mixture was concentrated and the residue taken up in ethyl ether, washed with 10% hydrochloric acid, saturated sodium chloride, aqueous 5% cupric sulfate solution, water, saturated sodium chloride solution, dried over magnesium sulfate, filtered and concentrated to g... The reactants are C([O-])(O)=O.[Na+] (sodium bicarbonate), ClCCCO[C@@H]1[C@H](C[C@@H]2CC[C@H]3[C@@H]4CC[C@H](C(C)=O)[C@]4(CC([C@@H]3[C@]2(C1)C)=O)C)O (2β-(3'-Chloropropoxy)-3α-hydroxy-5α-pregnane-11,20-dione), C(CO)O (ethylene glycol), C1(=CC=C(C=C1)S(=O)(=O)O)C (toluene-p-sulphonic acid). Solvent: C1=CC=CC=C1 (benzene), CCOCC (ether). Yields the product ClCCCO[C@@H]1[C@H](C[C@@H]2CC[C@H]3[C@@H]4CC[C@H](C5(C)OCCO5)[C@]4(CC([C@@H]3[C@]2(C1)C)=O)C)O (2β-(3'-Chloropropoxy)-20,20-ethylenedioxy-3α-hydroxy-5α-pregnan-11-one). Reaction SMILES: [Cl:1][CH2:2][CH2:3][CH2:4][O:5][C@H:6]1[CH2:25][C@@:24]2([CH3:26])[C@@H:9]([CH2:10][CH2:11][C@@H:12]3[C@@H:23]2[C:22](=[O:27])[CH2:21][C@@:20]2([CH3:28])[C@H:13]3[CH2:14][CH2:15][C@@H:16]2[C:17](=[O:19])[CH3:18])[CH2:8][C@@H:7]1[OH:29].[CH2:30](O)[CH2:31][OH:32].C1(C)C=CC(S(O)(=O)=O)=CC=1.C(=O)(O)[O-].[Na+]>CCOCC.C1C=CC=CC=1>[Cl:1][CH2:2][CH2:3][CH2:4][O:5][C@H:6]1[CH2:25][C@@:24]2([CH3:26])[C@@H:9]([CH2:10][CH2:11][C@@H:12]3[C@@H:23]2[C:22](=[O:27])[CH2:21][C@@:20]2([CH3:28])[C@H:13]3[CH2:14][CH2:15][C@@H:16]2[C:17]2([O:32][CH2:31][CH2:30][O:19]2)[CH3:18])[CH2:8][C@@H:7]1[OH:29] |f:3.4|. Procedure: 2β-(3'-Chloropropoxy)-3α-hydroxy-5α-pregnane-11,20-dione (470 mg.) was added to a mixture of ethylene glycol (4 ml.), toluene-p-sulphonic acid (3 mg.) and benzene (50 ml.). The vigorously stirred mixture was refluxed under a Dean and Stark head for 17 hours. The cooled mixture was neutralised with sodium bicarbonate solution, ether (50 ml.) added and the organic mixture was washed with water (250 ml.). The organic solution was dried over anhydrous sodium sulphate and evaporated to give the title...